From a dataset of the Open Reaction Database (ORD), a public repository of structured organic reaction records. describe an organic reaction: reactants, conditions, products, and yield Reactants: Cl.C1=CC=CC=2C3=CC(=C4C=CC=CC4=C3C=CC12)CNC(CO)(CO)C (2-((6-Chrysenylmethyl)amino)-2-methyl-1,3-propanediol hydrochloride), [OH-].[Na+] (NaOH). Run in CO (CH3OH), O (H2O). The product is C1=CC=CC=2C3=CC(=C4C=CC=CC4=C3C=CC12)CNC(CO)(CO)C (2-((6-chrysenylmethyl)amino)-2-methyl-1,3-propanediol). Yield: 96.4%. As a reaction SMILES: Cl.[CH:2]1[C:19]2[CH:18]=[CH:17][C:16]3[C:7](=[CH:8][C:9]([CH2:20][NH:21][C:22]([CH3:27])([CH2:25][OH:26])[CH2:23][OH:24])=[C:10]4[C:15]=3[CH:14]=[CH:13][CH:12]=[CH:11]4)[C:6]=2[CH:5]=[CH:4][CH:3]=1.[OH-].[Na+]>CO.O>[CH:2]1[C:19]2[CH:18]=[CH:17][C:16]3[C:7](=[CH:8][C:9]([CH2:20][NH:21][C:22]([CH3:27])([CH2:23][OH:24])[CH2:25][OH:26])=[C:10]4[C:15]=3[CH:14]=[CH:13][CH:12]=[CH:11]4)[C:6]=2[CH:5]=[CH:4][CH:3]=1 |f:0.1,2.3|. Procedure: To a rapidly stirred solution of 2-((6-chrysenylmethyl)amino)-2-methyl-1,3-propanediol hydrochloride (1B, 20 g, 52.36 mmol) in a mixture of CH3OH (200 mL) and H2O (800 mL) was added dropwise over 10 min a 1N NaOH solution (55 mL). The resulting white precipitate was filtered and washed with warm H2O (4×500 mL) and then with Et2O (1 L), sucked dry and placed in a vacuum oven overnight. A total of 17.43 g (96.4%) of 2-((6-chrysenylmethyl)amino)-2-methyl-1,3-propanediol mp 200°-202°, (C,H,N) was ob... Starting materials: CO (methanol), Cl (hydrochloric acid), COC1=C(C(=O)OC)C=C(C(=C1)OC)NC=O (methyl 2,4-dimethoxy-5-formylaminobenzoate). The solvent is O1CCCC1 (tetrahydrofuran). Run at temperature 60 celsius, time 2 hour. Product: COC1=C(C(=O)OC)C=C(C(=C1)OC)NC (methyl 2,4-dimethoxy-5-methylaminobenzoate). Reaction SMILES: [CH3:1][O:2][C:3]1[CH:12]=[C:11]([O:13][CH3:14])[C:10]([NH:15][CH:16]=O)=[CH:9][C:4]=1[C:5]([O:7][CH3:8])=[O:6].CO.Cl>O1CCCC1>[CH3:1][O:2][C:3]1[CH:12]=[C:11]([O:13][CH3:14])[C:10]([NH:15][CH3:16])=[CH:9][C:4]=1[C:5]([O:7][CH3:8])=[O:6]. Reported procedure: A 1.60 g portion of methyl 2,4-dimethoxy-5-formylaminobenzoate was dissolved in 20 ml of tetrahydrofuran, and 1.7 ml of borane dimethylsulfide complex was added under ice-cooling, followed by 2 hours of stirring at 60° C. Then, 3 ml of methanol and 4 ml of concentrated hydrochloric acid were added, followed by stirring at 75° C. for a while and then spontaneously cooled. The thus precipitated product of interest was collected by filtration, washed with tetrahydrofuran and then dried under a redu... Starting materials: OC1=CC(=C(C=O)C=C1)OC (4-hydroxy-2-methoxybenzaldehyde), [H-].[Na+] (sodium hydride), CN1CCNCC1 (1-methylpiperazine), C(CBr)Br (ethylene dibromide). Solvent: CN(C=O)C (N,N-dimethylformamide), O (Water). Reaction conditions: time 30 minute. Yields the product COC1=C(C=O)C=CC(=C1)OCCN1CCN(CC1)C (2-methoxy-4-[2-(4-methylpiperazino)ethoxy]benzaldehyde). Yield: 20.7%. RXN SMILES: [OH:1][C:2]1[CH:9]=[CH:8][C:5]([CH:6]=[O:7])=[C:4]([O:10][CH3:11])[CH:3]=1.[H-].[Na+].[CH2:14](Br)[CH2:15]Br.[CH3:18][N:19]1[CH2:24][CH2:23][NH:22][CH2:21][CH2:20]1>CN(C)C=O.O>[CH3:11][O:10][C:4]1[CH:3]=[C:2]([O:1][CH2:24][CH2:23][N:22]2[CH2:15][CH2:14][N:19]([CH3:18])[CH2:20][CH2:21]2)[CH:9]=[CH:8][C:5]=1[CH:6]=[O:7] |f:1.2|. Procedure details: To a solution of 304 mg (2.00 mmol) of 4-hydroxy-2-methoxybenzaldehyde in N,N-dimethylformamide (4.0 mL) was added 105 mg (55%, 2.40 mmol) of sodium hydride at room temperature. The mixture was stirred at room temperature for 30 minutes, and 0.69 mL (8.0 mmol) of ethylene dibromide was added thereto. The mixture was stirred at 80° C. for 7 hours, and 2.2 mL (20 mmol) of 1-methylpiperazine was added thereto. The mixture was stirred at 80° C. overnight. Water was added to the reaction mixture unde... Starting materials: Brc1ccccc1-c1ccccc1, [C-]#N, CNCCNC, CCOC(C)=O, Cc1ccccc1, [Cu]I, [NH4+], [Na+], [OH-], O. The product is N#Cc1ccccc1-c1ccccc1. RXN SMILES: [Br:4][c:5]1[c:6](-[c:11]2[cH:12][cH:13][cH:14][cH:15][cH:16]2)[cH:7][cH:8][cH:9][cH:10]1.[C-:1]#[N:2].[CH3:17][NH:18][CH2:19][CH2:20][NH:21][CH3:22].[CH3:28][CH2:29][O:30][C:31](=[O:32])[CH3:33].[CH3:34][c:35]1[cH:36][cH:37][cH:38][cH:39][cH:40]1.[Cu:25][I:26].[NH4+:23].[Na+:3].[OH-:24].[OH2:27]>>[c:5]1([C:17]#[N:18])[c:6](-[c:11]2[cH:12][cH:13][cH:14][cH:15][cH:16]2)[cH:7][cH:8][cH:9][cH:10]1.